From a dataset of the Open Reaction Database (ORD), a public repository of structured organic reaction records. describe an organic reaction: reactants, conditions, products, and yield Starting materials: CN1CCC=2C=CC=C3C2[C@H]1CC4=C3C(=C(C=C4)O)O (apomorphine), C(C(O)C(O)C(=O)O)(=O)O (tartaric acid), O (Water). Yields the product CN1CCC=2C=CC=C3C2[C@H]1CC4=C3C(=C(C=C4)O)O.C(=O)([O-])C(O)C(O)C(=O)[O-] (Apomorphine tartrate), CN1CCC=2C=CC=C3C2[C@H]1CC4=C3C(=C(C=C4)O)O (apomorphine). RXN SMILES: [CH3:1][N:2]1[C@@H:11]2[CH2:12][C:13]3[CH:18]=[CH:17][C:16]([OH:19])=[C:15]([OH:20])[C:14]=3[C:9]3[C:10]2=[C:5]([CH:6]=[CH:7][CH:8]=3)[CH2:4][CH2:3]1.O.[C:22]([OH:31])(=[O:30])[CH:23]([CH:25]([C:27]([OH:29])=[O:28])[OH:26])[OH:24]>>[CH3:1][N:2]1[C@@H:11]2[CH2:12][C:13]3[CH:18]=[CH:17][C:16]([OH:19])=[C:15]([OH:20])[C:14]=3[C:9]3[C:10]2=[C:5]([CH:6]=[CH:7][CH:8]=3)[CH2:4][CH2:3]1.[C:27]([CH:25]([CH:23]([C:22]([O-:31])=[O:30])[OH:24])[OH:26])([O-:29])=[O:28].[CH3:1][N:2]1[C@@H:11]2[CH2:12][C:13]3[CH:18]=[CH:17][C:16]([OH:19])=[C:15]([OH:20])[C:14]=3[C:9]3[C:10]2=[C:5]([CH:6]=[CH:7][CH:8]=3)[CH2:4][CH2:3]1 |f:3.4|. Reported procedure: Apomorphine tartrate solution was prepared by dissolving apomorphine base in 0.1M tartaric acid solution. Water was added to obtain solutions with a molar ratio of 1:1 or 1:0.5, apomorphine:tartaric acid, at a concentration of 2% apomorphine. The pH of each solution was 3.45 and 4.0, respectively. Reactants: C(C)(C)(C)OC(=O)N1CCN(CC1)CCCCl (Tert-Butyl-4-(3-Chloropropyl)-1-piperazine carboxylate), [N-]=[N+]=[N-].[Na+] (sodium-azide). Run in CS(=O)C (DMSO). Conditions: temperature 90 celsius. The product is C(=O)(OC(C)(C)C)N1CCN(CC1)CCCN=[N+]=[N-] (1-Boc-4-(3-azidopropyl)-piperazine). Reaction SMILES: [C:1]([O:5][C:6]([N:8]1[CH2:13][CH2:12][N:11]([CH2:14][CH2:15][CH2:16]Cl)[CH2:10][CH2:9]1)=[O:7])([CH3:4])([CH3:3])[CH3:2].[N-:18]=[N+:19]=[N-:20].[Na+]>CS(C)=O>[C:6]([N:8]1[CH2:13][CH2:12][N:11]([CH2:14][CH2:15][CH2:16][N:18]=[N+:19]=[N-:20])[CH2:10][CH2:9]1)([O:5][C:1]([CH3:4])([CH3:3])[CH3:2])=[O:7] |f:1.2|. Reported procedure: Tert-Butyl-4-(3-Chloropropyl)-1-piperazine carboxylate and sodium-azide were dissolved (suspended) in 8 ml DMSO dry and heated to 90° C. for 15 h. The reaction mixture was allowed to cool to room temperature and pored into 50 ml of water. The product was extracted with DCM and the combined organic phases dried over MgSO4. The product was purified by flash column chromatography (n-heptane/ethylacetate 1:1, RF=0.34). Yield: 3.5 g. The reactants are C(C)(C)(C)OC(C(C)(C)SC=1SC=C(N1)CCNC1=NC=C(C=N1)CC)=O (2-[(4-{2-[(5-ethylpyrimidin-2-yl)amino]ethyl}-1,3-thiazol-2-yl)thio]-2-methylpropionic acid tert-butyl ester), ICCCCCC (1-iodohexane), Br.C(C)(=O)O (hydrobromic acid acetic acid). Run in C(C)OCC (diethyl ether). The product is Br.C(C)C=1C=NC(=NC1)N(CCC=1N=C(SC1)SC(C(=O)O)(C)C)CCCCCC (2-[(4-{2-[(5-ethylpyrimidin-2-yl)(hexyl)amino]ethyl}-1,3-thiazol-2-yl)thio]-2-methylpropionic acid hydrogen bromide). As a reaction SMILES: C([O:5][C:6](=[O:27])[C:7]([S:10][C:11]1[S:12][CH:13]=[C:14]([CH2:16][CH2:17][NH:18][C:19]2[N:24]=[CH:23][C:22]([CH2:25][CH3:26])=[CH:21][N:20]=2)[N:15]=1)([CH3:9])[CH3:8])(C)(C)C.I[CH2:29][CH2:30][CH2:31][CH2:32][CH2:33][CH3:34].[BrH:35].C(O)(=O)C>C(OCC)C>[BrH:35].[CH2:25]([C:22]1[CH:23]=[N:24][C:19]([N:18]([CH2:29][CH2:30][CH2:31][CH2:32][CH2:33][CH3:34])[CH2:17][CH2:16][C:14]2[N:15]=[C:11]([S:10][C:7]([CH3:9])([CH3:8])[C:6]([OH:5])=[O:27])[S:12][CH:13]=2)=[N:20][CH:21]=1)[CH3:26] |f:2.3,5.6|. Reported procedure: A compound obtained using 2-[(4-{2-[(5-ethylpyrimidin-2-yl)amino]ethyl}-1,3-thiazol-2-yl)thio]-2-methylpropionic acid tert-butyl ester synthesized in Example 265-1 and 1-iodohexane as starting materials and by an operation similar to that of Example 326 was dissolved in diethyl ether, and reacted with 30% hydrobromic acid-acetic acid to give the title compound. Reaction SMILES: [C:21]([C:22](=[O:23])[O-:24])(=[O:25])[O-:26].[CH3:18][NH:19][CH3:20].[Cl:1][c:2]1[cH:3][c:4]2[c:10]([n:11][cH:12]1)[O:9][CH:8]([CH2:13][CH2:14][Cl:15])[CH2:7][N:6]([CH3:16])[C:5]2=[O:17]>>[C:21]([C:22](=[O:23])[OH:24])(=[O:25])[OH:26].[Cl:1][c:2]1[cH:3][c:4]2[c:10]([n:11][cH:12]1)[O:9][CH:8]([CH2:13][CH2:14][N:19]([CH3:18])[CH3:20])[CH2:7][N:6]([CH3:16])[C:5]2=[O:17]. Reactants: O=C([O-])C(=O)[O-], CNC, CN1CC(CCCl)Oc2ncc(Cl)cc2C1=O. Yields the product O=C(O)C(=O)O, CN(C)CCC1CN(C)C(=O)c2cc(Cl)cnc2O1.